From a dataset of the Open Reaction Database (ORD), a public repository of structured organic reaction records. describe an organic reaction: reactants, conditions, products, and yield The reactants are C(CC(=O)C)(=O)OCC (Ethyl acetoacetate), BrCCC=C (4-bromo-1-butene), [O-]CC.[Na+] (sodium ethoxide). Solvent: C(C)O (ethanol). Product: C(C)(=O)C(C(=O)OCC)CCC=C (ethyl 2-acetyl-5-hexenoate), liquid. Isolated yield 91.0%. As a reaction SMILES: [C:1]([O:7][CH2:8][CH3:9])(=[O:6])[CH2:2][C:3]([CH3:5])=[O:4].[O-]CC.[Na+].Br[CH2:15][CH2:16][CH:17]=[CH2:18]>C(O)C>[C:3]([CH:2]([CH2:18][CH2:17][CH:16]=[CH2:15])[C:1]([O:7][CH2:8][CH3:9])=[O:6])(=[O:4])[CH3:5] |f:1.2|. Reported procedure: Ethyl acetoacetate (6.57 g, 0.05 mol) was dissolved in ethanol (25 ml) and sodium ethoxide (3.9 g, 0.55 mol) was added. The solution was cooled to room temperature and 4-bromo-1-butene (6.96 g, 0.05 mole) was added. The mixture was refluxed for 5 hours. The resulting solution was filtered, ethyl acetate was added (75 ml), and washed with a solution of hydrochloric acid (2×200 ml, 5N) and brine (100 ml). The organic layer was dried (MgSO4), filtered, and solvent removed under reduced pressure to ... The reactants are O=C([O-])[O-], CCOC(=O)CCc1ccc(O)cc1OCC, CN(C)C=O, Cc1oc(-c2ccccc2)nc1COc1ccccc1CCl, [K+], [K+], O. Product: CCOC(=O)CCc1ccc(OCc2ccccc2OCc2nc(-c3ccccc3)oc2C)cc1OCC. RXN SMILES: [C:40](=[O:41])([O-:42])[O-:43].[CH2:23]([CH3:24])[O:25][c:26]1[c:27]([CH2:33][CH2:34][C:35](=[O:36])[O:37][CH2:38][CH3:39])[cH:28][cH:29][c:30]([OH:32])[cH:31]1.[CH3:46][N:47]([CH3:48])[CH:49]=[O:50].[Cl:1][CH2:2][c:3]1[c:4]([O:5][CH2:6][c:7]2[n:8][c:9](-[c:13]3[cH:14][cH:15][cH:16][cH:17][cH:18]3)[o:10][c:11]2[CH3:12])[cH:19][cH:20][cH:21][cH:22]1.[K+:44].[K+:45].[OH2:51]>>[CH2:2]([c:3]1[c:4]([O:5][CH2:6][c:7]2[n:8][c:9](-[c:13]3[cH:14][cH:15][cH:16][cH:17][cH:18]3)[o:10][c:11]2[CH3:12])[cH:19][cH:20][cH:21][cH:22]1)[O:32][c:30]1[cH:29][cH:28][c:27]([CH2:33][CH2:34][C:35](=[O:36])[O:37][CH2:38][CH3:39])[c:26]([O:25][CH2:23][CH3:24])[cH:31]1. The reactants are [H-].[Na+] (sodium hydride), C1(=CC=C(C=C1)S(=O)(=O)OCCOC1=NC=CC=C1)C (2-(2-pyridyloxy)ethyl p-toluenesulfonate), ice water, N1(N=CC=C1)CC1=CC=C(C=C1)O (4-(1-pyrazolyl)methylphenol). Solvent: CN(C=O)C (N,N-dimethylformamide), CN(C=O)C (N,N-dimethylformamide), CN(C=O)C (N,N-dimethyl-formamide). Reaction conditions: time 10 minute. The product is N1=C(C=CC=C1)OCCOC1=CC=C(C=C1)CN1N=CC=C1 (4-(1-pyrazolyl)methylphenyl 2-(2-pyridyloxy)ethyl ether). Yield: 40.9%. Reaction SMILES: [H-].[Na+].[N:3]1([CH2:8][C:9]2[CH:14]=[CH:13][C:12]([OH:15])=[CH:11][CH:10]=2)[CH:7]=[CH:6][CH:5]=[N:4]1.C1(C)C=CC(S(O[CH2:26][CH2:27][O:28][C:29]2[CH:34]=[CH:33][CH:32]=[CH:31][N:30]=2)(=O)=O)=CC=1>CN(C)C=O>[N:30]1[CH:31]=[CH:32][CH:33]=[CH:34][C:29]=1[O:28][CH2:27][CH2:26][O:15][C:12]1[CH:13]=[CH:14][C:9]([CH2:8][N:3]2[CH:7]=[CH:6][CH:5]=[N:4]2)=[CH:10][CH:11]=1 |f:0.1|. Reported procedure: To a mixture of 10 ml of anhydrous N,N-dimethylformamide and 72 mg of sodium hydride (60% oil dispersion) was added dropwise an anhydrous N,N-dimethyl-formamide (5 ml) solution of 300 mg of 4-(1-pyrazolyl)methylphenol under stirring over 10 minutes. After stirring at room temperature for 1 hour, the mixture was cooled to 5° to 10° C., to which an anhydrous N,N-dimethylformamide (5 ml) solution of 505 mg of 2-(2-pyridyloxy)ethyl p-toluenesulfonate was added dropwise over 30 minutes. The mixture w... The reactants are O=C1C=2N(C=C3C(N1)=CCS3)C=CC2 (5-oxo-4,5-dihydropyrrolo[1,2-a]thieno[3,2-e][1,4]diazepine), CO (methanol). The solvent is O1CCCC1 (tetrahydrofuran), O1CCCC1 (tetrahydrofuran). Yields the product S1C=CC=2NCC=3N(CC21)C=CC3 (4,10-Dihydro-5H-pyrrolo[1,2-a]thieno[3,2-e][1,4]diazepine). RXN SMILES: O=[C:2]1[NH:8][C:7]2=[CH:9][CH2:10][S:11][C:6]2=[CH:5][N:4]2[CH:12]=[CH:13][CH:14]=[C:3]12.CO>O1CCCC1>[S:11]1[C:6]2[CH2:5][N:4]3[CH:12]=[CH:13][CH:14]=[C:3]3[CH2:2][NH:8][C:7]=2[CH:9]=[CH:10]1. Procedure details: To a suspension of 7.0 g of 5-oxo-4,5-dihydropyrrolo[1,2-a]thieno[3,2-e][1,4]diazepine in 25 ml of anhydrous tetrahydrofuran is added 9 ml of 10M boranedimethylsulfide in tetrahydrofuran. The mixture is refluxed for 6 hours. The solution is cooled to room temperature and 25 ml of methanol added dropwise. The volatiles are removed under vacuum. To the residue is added 100 ml of 2N NaOH. The mixture is refluxed 5 hours and filtered. The solid is extracted with dichloromethane and the extract is wa...